Dataset: the Open Reaction Database (ORD), a public repository of structured organic reaction records. Task: describe an organic reaction: reactants, conditions, products, and yield Reactants: CCCN(C)C1CCN(C(=O)OC(C)(C)C)CC1, CCOC(C)=O, Cl. Yields the product CCCN(C)C1CCNCC1. As a reaction SMILES: [C:1]([O:2][C:3](=[O:4])[N:8]1[CH2:9][CH2:10][CH:11]([N:14]([CH2:15][CH2:16][CH3:17])[CH3:18])[CH2:12][CH2:13]1)([CH3:5])([CH3:6])[CH3:7].[CH3:20][CH2:21][O:22][C:23]([CH3:24])=[O:25].[ClH:19]>>[NH:8]1[CH2:9][CH2:10][CH:11]([N:14]([CH2:15][CH2:16][CH3:17])[CH3:18])[CH2:12][CH2:13]1. Reactants: Cl.ClC1CCC=2C=CC=NC12 (7-chloro-6,7-dihydro-5H-1-pyrindine hydrochloride), N1CCCC1 (pyrrolidine). Run in O (water). Product: N1(CCCC1)C1CCC=2C=CC=NC12 (7-(1-pyrrolidinyl)-6,7-dihydro-5H-1-pyrindine). RXN SMILES: Cl.Cl[CH:3]1[C:11]2[N:10]=[CH:9][CH:8]=[CH:7][C:6]=2[CH2:5][CH2:4]1.[NH:12]1[CH2:16][CH2:15][CH2:14][CH2:13]1>O>[N:12]1([CH:3]2[C:11]3[N:10]=[CH:9][CH:8]=[CH:7][C:6]=3[CH2:5][CH2:4]2)[CH2:16][CH2:15][CH2:14][CH2:13]1 |f:0.1|. Reported procedure: 5 g of 7-chloro-6,7-dihydro-5H-1-pyrindine hydrochloride were dissolved in 10 ml of water and 8.8 ml of pyrrolidine were added, followed by stirring for two-and-a-half hours at ambient temperature. Extraction was done with methylene chloride and the extracts were washed with water, dried and concentrated to dryness under reduced pressure. The residue was taken up in ethyl acetate, treated with active charcoal, filtered and taken to dryness under reduced pressure. The residue was chromatographed ... The reactants are CC(=O)c1ccc(Cl)nc1NC(=O)C(C)(C)C, CC(=O)OC(C)(C)C, C1CCOC1, C[Si](C)(C)[N-][Si](C)(C)C, [Li+]. Product: CC(C)(C)OC(=O)CC(C)(O)c1ccc(Cl)nc1NC(=O)C(C)(C)C. As a reaction SMILES: [C:19]([CH3:20])(=[O:21])[c:22]1[c:23]([NH:29][C:30]([C:31]([CH3:32])([CH3:33])[CH3:34])=[O:35])[n:24][c:25]([Cl:28])[cH:26][cH:27]1.[C:1]([CH3:2])(=[O:3])[O:4][C:5]([CH3:6])([CH3:7])[CH3:8].[CH2:36]1[O:37][CH2:38][CH2:39][CH2:40]1.[CH3:9][Si:10]([N-:11][Si:12]([CH3:13])([CH3:14])[CH3:15])([CH3:16])[CH3:17].[Li+:18]>>[C:1]([CH2:2][C:19]([CH3:20])([OH:21])[c:22]1[c:23]([NH:29][C:30]([C:31]([CH3:32])([CH3:33])[CH3:34])=[O:35])[n:24][c:25]([Cl:28])[cH:26][cH:27]1)(=[O:3])[O:4][C:5]([CH3:6])([CH3:7])[CH3:8]. The reactants are ClC1=C(C(=O)N)C=C(C(=N1)Cl)Cl (2,5,6-trichloronicotinamide), C1(CC1)OCCO (2-cyclopropoxyethanol), B1(OCC2=C1C=CC(=C2)O)O (benzo[c][1,2]oxaborole-1,5(3H)-diol). The product is ClC=1C(=NC(=C(C#N)C1)OCCOC1CC1)OC1=CC2=C(B(OC2)O)C=C1 (5-Chloro-2-(2-cyclopropoxyethoxy)-6-(1-hydroxy-1,3-dihydrobenzo[c][1,2]oxaborol-5-yloxy)nicotinonitrile). RXN SMILES: Cl[C:2]1[N:10]=[C:9](Cl)[C:8]([Cl:12])=[CH:7][C:3]=1[C:4]([NH2:6])=O.[CH:13]1([O:16][CH2:17][CH2:18][OH:19])[CH2:15][CH2:14]1.[B:20]1([OH:30])[C:24]2[CH:25]=[CH:26][C:27]([OH:29])=[CH:28][C:23]=2[CH2:22][O:21]1>>[Cl:12][C:8]1[C:9]([O:29][C:27]2[CH:26]=[CH:25][C:24]3[B:20]([OH:30])[O:21][CH2:22][C:23]=3[CH:28]=2)=[N:10][C:2]([O:19][CH2:18][CH2:17][O:16][CH:13]2[CH2:15][CH2:14]2)=[C:3]([CH:7]=1)[C:4]#[N:6]. Reported procedure: This compound was prepared from 2,5,6-trichloronicotinamide, 2-cyclopropoxyethanol, and benzo[c][1,2]oxaborole-1,5(3H)-diol in a similar manner to that of D230. 1H-NMR (400 MHz, DMSO-d6) δ (ppm) 0.35-0.4 (m, 4H), 3.2-3.32 (m, 1H), 3.55-3.62 (m, 3H), 4.1-4.12 (m, 2H), 5.0 (s, 2H), 7.24 (dd, J=6.0, 1.4 Hz, 1H), 7.33 (s, 1H), 7.8 (d, J=6.7 Hz, 1H), 8.6 (s, 1H), 9.26 (s, 1H). The reactants are Cc1sc(C(=O)O)cc1[N+](=O)[O-], CC#N, CC(C)N=C(NC(C)C)OCc1ccccc1. Product: Cc1sc(C(=O)OCc2ccccc2)cc1[N+](=O)[O-]. Reaction SMILES: [CH3:1][c:2]1[c:3]([N+:10](=[O:11])[O-:12])[cH:4][c:5]([C:7](=[O:8])[OH:9])[s:6]1.[CH3:30][C:31]#[N:32].[CH:13]([NH:14][C:15](=[N:16][CH:17]([CH3:18])[CH3:26])[O:27][CH2:19][c:20]1[cH:21][cH:22][cH:23][cH:24][cH:25]1)([CH3:28])[CH3:29]>>[CH3:1][c:2]1[c:3]([N+:10](=[O:11])[O-:12])[cH:4][c:5]([C:7]([O:8][CH2:19][c:20]2[cH:21][cH:22][cH:23][cH:24][cH:25]2)=[O:9])[s:6]1. The product is CCC(=O)c1cc(F)cc(F)c1. As a reaction SMILES: [Br-:11].[CH2:12]([CH3:13])[Mg+:14].[CH3:16][CH2:17][O:18][CH2:19][CH3:20].[ClH:15].[F:1][c:2]1[cH:3][c:4]([C:5]#[N:6])[cH:7][c:8]([F:10])[cH:9]1>>[F:1][c:2]1[cH:3][c:4]([C:5]([CH2:12][CH3:13])=[O:18])[cH:7][c:8]([F:10])[cH:9]1. The reactants are [Br-], CC[Mg+], CCOCC, Cl, N#Cc1cc(F)cc(F)c1. Starting materials: Cl.C(C)N(C1=CC=C(C=C1)N)CC (N,N-diethyl-p-phenylenediamine hydrochloride), S(=O)(=O)([O-])OOS(=O)(=O)[O-].[K+].[K+] (potassium persulfate), C(=O)(O)C1=CC=C(OC(C(=O)NC2=C(C=C(C=C2)Cl)Cl)C(C(C)(C)C)=O)C=C1 (N-[2-[4-carboxyphenoxy]-4,4-dimethyl-3-oxopentanoyl]-2,4-dichloroaniline). The solvent is C(C)O (ethanol), C(C)O (ethanol), O (water), [OH-].[Na+] (sodium hydroxide), C(C)O (ethanol). Reaction conditions: time 1 hour. The product is CC(C(C(C(=O)NC1=C(C=C(C=C1)Cl)Cl)=NC1=CC=C(C=C1)N(CC)CC)=O)(C)C (N-[4,4-dimethyl-2-[4-diethylaminophenyl]imino-3-oxopentanoyl]-2,4-dichloroaniline). As a reaction SMILES: C(C1C=CC(O[CH:9]([C:21](=[O:26])[C:22]([CH3:25])([CH3:24])[CH3:23])[C:10]([NH:12][C:13]2[CH:18]=[CH:17][C:16]([Cl:19])=[CH:15][C:14]=2[Cl:20])=[O:11])=CC=1)(O)=O.Cl.[CH2:30]([N:32]([CH2:40][CH3:41])[C:33]1[CH:38]=[CH:37][C:36]([NH2:39])=[CH:35][CH:34]=1)[CH3:31].S(OOS([O-])(=O)=O)([O-])(=O)=O.[K+].[K+]>[OH-].[Na+].C(O)C.O>[CH3:25][C:22]([CH3:23])([CH3:24])[C:21](=[O:26])[C:9](=[N:39][C:36]1[CH:35]=[CH:34][C:33]([N:32]([CH2:40][CH3:41])[CH2:30][CH3:31])=[CH:38][CH:37]=1)[C:10]([NH:12][C:13]1[CH:18]=[CH:17][C:16]([Cl:19])=[CH:15][C:14]=1[Cl:20])=[O:11] |f:1.2,3.4.5,6.7|. Reported procedure: N-[4,4-dimethyl-2-[4-diethylaminophenyl]imino-3-oxopentanoyl]-2,4-dichloroaniline was prepared using a method analogous to that described in J. Korinek, J. Poskocil and J. Arient, Collection Czechoslov. Chem. Commun., 1979, 44, 1460. A solution of N-[2-[4-carboxyphenoxy]-4,4-dimethyl-3-oxopentanoyl]-2,4-dichloroaniline (10.0 g, 23.6 mmol, available from Eastman Kodak, Rochester, N.Y.) in a mixture of 1M aqueous sodium hydroxide solution (100 mL) and ethanol (50 mL), together with a solution of N... Reactants: N1C(=O)NC(=O)C1 (Hydantoin), [H-].[Na+] (sodium hydride), FC1=CC=C(CCN2CCC(CC2)N2CCC3=CC=C(C=C23)CCl)C=C1 (1-[1-(4-fluorophenethyl)piperidin-4-yl]-6-chloromethylindoline). The product is FC1=CC=C(CCN2CCC(CC2)N2CCC3=CC=C(C=C23)CN2C(NCC2=O)=O)C=C1 (1-[1-(4-fluorophenethyl)-piperdin-4-yl]-6-(2,4-imidazolidinedion-3-yl)methylindoline). The yield is 49.1%. As a reaction SMILES: [NH:1]1[CH2:7][C:5](=[O:6])[NH:4][C:2]1=[O:3].[H-].[Na+].[F:10][C:11]1[CH:35]=[CH:34][C:14]([CH2:15][CH2:16][N:17]2[CH2:22][CH2:21][CH:20]([N:23]3[C:31]4[C:26](=[CH:27][CH:28]=[C:29]([CH2:32]Cl)[CH:30]=4)[CH2:25][CH2:24]3)[CH2:19][CH2:18]2)=[CH:13][CH:12]=1>>[F:10][C:11]1[CH:12]=[CH:13][C:14]([CH2:15][CH2:16][N:17]2[CH2:18][CH2:19][CH:20]([N:23]3[C:31]4[C:26](=[CH:27][CH:28]=[C:29]([CH2:32][N:4]5[C:5](=[O:6])[CH2:7][NH:1][C:2]5=[O:3])[CH:30]=4)[CH2:25][CH2:24]3)[CH2:21][CH2:22]2)=[CH:34][CH:35]=1 |f:1.2|. Reported procedure: Hydantoin (130 mg), 60% sodium hydride (54 mg) and 1-[1-(4-fluorophenethyl)piperidin-4-yl]-6-chloromethylindoline (400 mg) were treated as in Example 202 to give the title compound (230 mg) as a white powder (yield: 49%). Starting materials: FC(=C1[C@]2(C)[C@@H](CC1)C1=CCC=3C=C(C=CC3[C@H]1CC2)OC2OCCCC2)F (17-difluoromethylene-3-tetrahydropyranyloxy-estra-1,3,5(10),7-tetraene), C(C(=O)O)(=O)O (oxalic acid). Run in CO (methanol), O (water). The product is FC(=C1[C@]2(C)[C@@H](CC1)C1=CCC=3C=C(C=CC3[C@H]1CC2)O)F (17-difluoromethylene-estra-1,3,5(10),7-tetraen-3-ol). Yield: 80.7%. As a reaction SMILES: [F:1][C:2]([F:28])=[C:3]1[CH2:8][CH2:7][C@H:6]2[C:9]3[C@H:18]([CH2:19][CH2:20][C@:4]12[CH3:5])[C:17]1[CH:16]=[CH:15][C:14]([O:21]C2CCCCO2)=[CH:13][C:12]=1[CH2:11][CH:10]=3.C(O)(=O)C(O)=O>CO.O>[F:1][C:2]([F:28])=[C:3]1[CH2:8][CH2:7][C@H:6]2[C:9]3[C@H:18]([CH2:19][CH2:20][C@:4]12[CH3:5])[C:17]1[CH:16]=[CH:15][C:14]([OH:21])=[CH:13][C:12]=1[CH2:11][CH:10]=3. Reported procedure: A suspension of 950 mg of 17-difluoromethylene-3-tetrahydropyranyloxy-estra-1,3,5(10),7-tetraene in 20 ml of methanol and 2.0 ml of water is refluxed with 950 mg of oxalic acid for 0.5 hour at a bath temperature of 100° C. Then, it is concentrated by evaporation in a vacuum diluted with ethyl acetate, washed with water, sodium bicarbonate solution as well as with saturated sodium chloride solution, dried on sodium sulfate, concentrated by evaporation in a vacuum and chromatographed on silica gel... The reactants are O.O.Cl[Sn]Cl (SnCl2.2H2O), C1(CCCC1)C(CC#N)=O (3-cyclopentyl-3-oxopropanenitrile), NC=1C=C2C=CC(NC2=CC1)=O (6-aminoquinolin-2(1H)-one), N(=O)[O-].[Na+] (NaNO2). The reagents and catalysts are Cl (HCl). Solvent: Cl (HCl), Cl (HCl), O (H2O). Reaction conditions: temperature 80 celsius, time 1 hour. The product is NC1=CC(=NN1C=1C=C2C=CC(NC2=CC1)=O)C1CCCC1 (6-(5-amino-3-cyclopentyl-1H-pyrazol-1-yl)quinolin-2(1H)-one). The yield is 56.6%. As a reaction SMILES: [NH2:1][C:2]1[CH:3]=[C:4]2[C:9](=[CH:10][CH:11]=1)[NH:8][C:7](=[O:12])[CH:6]=[CH:5]2.[N:13]([O-])=O.[Na+].O.O.Cl[Sn]Cl.[CH:22]1([C:27](=O)[CH2:28][C:29]#[N:30])[CH2:26][CH2:25][CH2:24][CH2:23]1>Cl.O>[NH2:30][C:29]1[N:1]([C:2]2[CH:3]=[C:4]3[C:9](=[CH:10][CH:11]=2)[NH:8][C:7](=[O:12])[CH:6]=[CH:5]3)[N:13]=[C:27]([CH:22]2[CH2:26][CH2:25][CH2:24][CH2:23]2)[CH:28]=1 |f:1.2,3.4.5|. Procedure: To a suspension of 6-aminoquinolin-2(1H)-one (0.72 g, 4.5 mmol, see Example A41) in conc. HCl (5 mL) was slowly added NaNO2 (0.43 g, 6.3 mmol) solution in H2O (5 mL) at 0° C. After stirring for 1 h, SnCl2.2H2O (2.0 g, 9.0 mmol), dissolved in conc. HCl (7 mL), was slowly added at such a rate that the temperature of the mixture did not rise above 5° C., After stirring for 2 h, the resultant solid was filtered, dried, and suspended in EtOH. To this were added 3-cyclopentyl-3-oxopropanenitrile (0.68...